This data is from the Open Reaction Database (ORD), a public repository of structured organic reaction records. The task is: describe an organic reaction: reactants, conditions, products, and yield The reactants are C(CCC)[Li] (n-Butyllithium), ClC1=C(C(=CC(=C1)C(F)(F)F)Cl)Br (2,6-dichloro-4-trifluoromethylbromobenzene), [Cl-].[NH4+] (ammonium chloride), ClC(=O)OCC (ethyl chloroformate). Run in CCOCC (ether). Run at temperature -78 celsius, time 1 hour. Yields the product ClC1=C(C(=O)OCC)C(=CC(=C1)C(F)(F)F)Cl (ethyl 2,6-dichloro-4-trifluoromethylbenzoate). Isolated yield 77.7%. Reaction SMILES: C([Li])CCC.[Cl:6][C:7]1[CH:12]=[C:11]([C:13]([F:16])([F:15])[F:14])[CH:10]=[C:9]([Cl:17])[C:8]=1Br.Cl[C:20]([O:22][CH2:23][CH3:24])=[O:21].[Cl-].[NH4+]>CCOCC>[Cl:6][C:7]1[CH:12]=[C:11]([C:13]([F:16])([F:15])[F:14])[CH:10]=[C:9]([Cl:17])[C:8]=1[C:20]([O:22][CH2:23][CH3:24])=[O:21] |f:3.4|. Procedure: n-Butyllithium (1.6M in hexane, 330 ml) was added dropwise with stirring to a solution of 2,6-dichloro-4-trifluoromethylbromobenzene (163.3 g) in ether while maintaining the temperature below -70° C. The mixture was stirred for 1 hour at -78° C. then ethyl chloroformate (61.7 g) was added while maintaining the temperature below -70° C. The mixture was stirred at room temperature overnight. It was cooled to 0° C. and a saturated aqueous solution of ammonium chloride was added. The layers were sep... Yields the product O=C1CN=C(c2ccccc2Cl)c2cc(Br)c(OCCCN3CCOCC3)cc2N1. Reactants: O=C1CN=C(c2ccccc2Cl)c2cc(Br)c(O)cc2N1, CN(C)C=O, ClCCCN1CCOCC1, [Na+], [Na+], O=C([O-])[O-]. As a reaction SMILES: [Br:1][c:2]1[c:3]([OH:21])[cH:4][c:5]2[c:6]([cH:20]1)[C:7]([c:13]1[c:14]([Cl:19])[cH:15][cH:16][cH:17][cH:18]1)=[N:8][CH2:9][C:10](=[O:12])[NH:11]2.[CH3:38][N:39]([CH3:40])[CH:41]=[O:42].[Cl:28][CH2:29][CH2:30][CH2:31][N:32]1[CH2:33][CH2:34][O:35][CH2:36][CH2:37]1.[Na+:22].[Na+:23].[O-:24][C:25](=[O:26])[O-:27]>>[Br:1][c:2]1[c:3]([O:21][CH2:29][CH2:30][CH2:31][N:32]2[CH2:33][CH2:34][O:35][CH2:36][CH2:37]2)[cH:4][c:5]2[c:6]([cH:20]1)[C:7]([c:13]1[c:14]([Cl:19])[cH:15][cH:16][cH:17][cH:18]1)=[N:8][CH2:9][C:10](=[O:12])[NH:11]2. Reactants: [N+](=O)([O-])C1=C(C(=CC(=C1)[N+](=O)[O-])[N+](=O)[O-])C (2,4,6-trinitrotoluene). The reagents and catalysts are [Fe] (iron). The solvent is C(C)(=O)O (acetic acid), O (water). Yields the product NC1=C(C(=CC(=C1)[N+](=O)[O-])[N+](=O)[O-])C (2-amino-4,6-dinitrotoluene). The yield is 43.8%. As a reaction SMILES: [N+:1]([C:4]1[CH:9]=[C:8]([N+:10]([O-:12])=[O:11])[CH:7]=[C:6]([N+:13]([O-:15])=[O:14])[C:5]=1[CH3:16])([O-])=O>C(O)(=O)C.O.[Fe]>[NH2:1][C:4]1[CH:9]=[C:8]([N+:10]([O-:12])=[O:11])[CH:7]=[C:6]([N+:13]([O-:15])=[O:14])[C:5]=1[CH3:16]. Reported procedure: 1.0 gram of 2,4,6-trinitrotoluene was dissolved in 22 ml of glacial acetic acid. With vigorous stirring, 0.82 g of iron powder (400 mesh) was added in small portions over two hours. The red reaction suspension was diluted to 50 ml with water giving a bright yellow precipitate. Filtration gave 0.38 grams of 2-amino-4,6-dinitrotoluene of sufficient spectral and chromatographic purity for use in the subsequent synthesis without recrystallization. The reactants are O=C([O-])O, CN(C(Cc1ccc(OS(=O)(=O)c2cccc3cnccc23)cc1)CN1CCC2(CC1)OCCO2)S(=O)(=O)c1cccc2cnccc12, Cl, [Na+]. Product: CN(C(Cc1ccc(OS(=O)(=O)c2cccc3cnccc23)cc1)CN1CCC(=O)CC1)S(=O)(=O)c1cccc2cnccc12. RXN SMILES: [C:49](=[O:50])([OH:51])[O-:52].[CH2:1]1[O:2][C:3]2([CH2:4][CH2:5][N:6]([CH2:9][CH:10]([CH2:11][c:12]3[cH:13][cH:14][c:15]([O:18][S:19](=[O:20])(=[O:21])[c:22]4[c:23]5[cH:24][cH:25][n:26][cH:27][c:28]5[cH:29][cH:30][cH:31]4)[cH:16][cH:17]3)[N:32]([S:33](=[O:34])(=[O:35])[c:36]3[c:37]4[cH:38][cH:39][n:40][cH:41][c:42]4[cH:43][cH:44][cH:45]3)[CH3:46])[CH2:7][CH2:8]2)[O:48][CH2:47]1.[ClH:54].[Na+:53]>>[O:2]=[C:3]1[CH2:4][CH2:5][N:6]([CH2:9][CH:10]([CH2:11][c:12]2[cH:13][cH:14][c:15]([O:18][S:19](=[O:20])(=[O:21])[c:22]3[c:23]4[cH:24][cH:25][n:26][cH:27][c:28]4[cH:29][cH:30][cH:31]3)[cH:16][cH:17]2)[N:32]([S:33](=[O:34])(=[O:35])[c:36]2[c:37]3[cH:38][cH:39][n:40][cH:41][c:42]3[cH:43][cH:44][cH:45]2)[CH3:46])[CH2:7][CH2:8]1. Starting materials: ClCCCl, COc1cc(C=CC(=O)O)ccc1-n1cnc(C)c1, CCOC(C)=O, NNC(=O)C(CCO)c1ccc(F)cc1, CN(C)C=O, On1nnc2ccccc21. Yields the product COc1cc(C=CC(=O)NNC(=O)C(CCO)c2ccc(F)cc2)ccc1-n1cnc(C)c1. Reaction SMILES: [CH2:11]([Cl:12])[CH2:13][Cl:14].[CH3:30][O:31][c:32]1[cH:33][c:34]([CH:44]=[CH:45][C:46](=[O:47])[OH:48])[cH:35][cH:36][c:37]1-[n:38]1[cH:39][n:40][c:41]([CH3:43])[cH:42]1.[CH3:54][CH2:55][O:56][C:57](=[O:58])[CH3:59].[F:15][c:16]1[cH:17][cH:18][c:19]([CH:22]([C:23](=[O:24])[NH:25][NH2:26])[CH2:27][CH2:28][OH:29])[cH:20][cH:21]1.[O:49]=[CH:50][N:51]([CH3:52])[CH3:53].[OH:1][n:2]1[c:3]2[c:4]([cH:5][cH:6][cH:7][cH:8]2)[n:9][n:10]1>>[F:15][c:16]1[cH:17][cH:18][c:19]([CH:22]([C:23](=[O:24])[NH:25][NH:26][C:46]([CH:45]=[CH:44][c:34]2[cH:33][c:32]([O:31][CH3:30])[c:37](-[n:38]3[cH:39][n:40][c:41]([CH3:43])[cH:42]3)[cH:36][cH:35]2)=[O:47])[CH2:27][CH2:28][OH:29])[cH:20][cH:21]1. The reactants are ClCCl, Fc1cc(F)c(CBr)c(F)c1, Nc1ncccc1O, [Na+], [OH-], O. The product is Nc1ncccc1OCc1c(F)cc(F)cc1F. Reaction SMILES: [Cl:9][CH2:10][Cl:11].[F:14][c:15]1[c:16]([CH2:17][Br:18])[c:19]([F:24])[cH:20][c:21]([F:23])[cH:22]1.[NH2:1][c:2]1[n:3][cH:4][cH:5][cH:6][c:7]1[OH:8].[Na+:13].[OH-:12].[OH2:25]>>[NH2:1][c:2]1[n:3][cH:4][cH:5][cH:6][c:7]1[O:8][CH2:17][c:16]1[c:15]([F:14])[cH:22][c:21]([F:23])[cH:20][c:19]1[F:24]. The reactants are BrC1=COC2=C1C=C(C=C2)C(=O)OC (methyl 3-bromo-1-benzofuran-5-carboxylate), FC(OC1=CC=C(C=C1)B(O)O)(F)F ([4-(trifluoromethoxy)phenyl]boronic acid). Product: FC(OC1=CC=C(C=C1)C1=COC2=C1C=C(C=C2)C(=O)OC)(F)F (methyl 3-[4-(trifluoromethoxy)phenyl]-1-benzofuran-5-carboxylate). Isolated yield 74.0%. Reaction SMILES: Br[C:2]1[C:6]2[CH:7]=[C:8]([C:11]([O:13][CH3:14])=[O:12])[CH:9]=[CH:10][C:5]=2[O:4][CH:3]=1.[F:15][C:16]([F:28])([F:27])[O:17][C:18]1[CH:23]=[CH:22][C:21](B(O)O)=[CH:20][CH:19]=1>>[F:15][C:16]([F:27])([F:28])[O:17][C:18]1[CH:23]=[CH:22][C:21]([C:2]2[C:6]3[CH:7]=[C:8]([C:11]([O:13][CH3:14])=[O:12])[CH:9]=[CH:10][C:5]=3[O:4][CH:3]=2)=[CH:20][CH:19]=1. Procedure: In the same manner as in Reference Example 19 and using methyl 3-bromo-1-benzofuran-5-carboxylate instead of methyl 3-iodoimidazo[1,2-a]pyridine-6-carboxylate and [4-(trifluoromethoxy)phenyl]boronic acid instead of (4-methoxyphenyl)boronic acid, the title compound (yield 74%) was obtained as colorless crystals.